Dataset: the Open Reaction Database (ORD), a public repository of structured organic reaction records. Task: describe an organic reaction: reactants, conditions, products, and yield The reactants are COC(C1=C(C(=CC=C1)F)CBr)=O (2-Bromomethyl-3-fluoro-benzoic acid methyl ester), [C-]#N.[Na+] (sodium cyanide). Run in CO (methanol). Conditions: temperature 50 celsius, time 2 hour. Product: COC(C1=C(C(=CC=C1)F)CC#N)=O (2-Cyanomethyl-3-fluoro-benzoic Acid Methyl Ester). Reaction SMILES: [CH3:1][O:2][C:3](=[O:13])[C:4]1[CH:9]=[CH:8][CH:7]=[C:6]([F:10])[C:5]=1[CH2:11]Br.[C-:14]#[N:15].[Na+]>CO>[CH3:1][O:2][C:3](=[O:13])[C:4]1[CH:9]=[CH:8][CH:7]=[C:6]([F:10])[C:5]=1[CH2:11][C:14]#[N:15] |f:1.2|. Procedure: 2-Bromomethyl-3-fluoro-benzoic acid methyl ester (5.1 g, 21 mmol) was dissolved in methanol (50 ml), and sodium cyanide aqueous solution (4.2 ml, 5 ml, 21 mmol) was added dropwise thereto. After completion of the dropwise addition, the mixture was stirred at 50° C. for 2 hours. The residue obtained by evaporating the solvent from the reaction solution under a reduced pressure was mixed with ethyl acetate, washed with water and saturated brine and then dried with anhydrous it magnesium sulfate. T... Run in stannous chloride. Reactants: [Cl-].[Ca+2].[Cl-] (calcium chloride), C(=O)(O)CN1CCN(CCN(CCNCC1)CC(=O)O)CC(=O)O (1,4,7,-triscarboxymethyl-1,4,7,10-tetraazacyclododecane), [OH-].[Na+] (sodium hydroxide). The reagents and catalysts are [99Tc] (Technetium-99m). Yields the product C(=O)(O)CN1CCN(CCN(CCNCC1)CC(=O)O)CC(=O)O.[Ca+2] (calcium (II) (1,4,7-triscarboxymethyl-1,4,7,10-tetraazacyclododecane)). Reported procedure: 100mM of calcium (II) (1,4,7-triscarboxymethyl-1,4,7,10-tetraazacyclododecane) was prepared by mixing equal volumes of 200mM of calcium chloride and 200mM of 1,4,7,-triscarboxymethyl-1,4,7,10-tetraazacyclododecane. One and one-half ml of the solution was adjusted to pH 8.8 with dilute sodium hydroxide and 150 μl of 0.88% stannous chloride was added and mixed. Technetium-99m was added to obtain a final concentration of 20 μCi/ml and the solution was adjusted to pH 3. The solution was heated at 88... Reaction SMILES: [Cl-].[Ca+2:2].[Cl-].[C:4]([CH2:7][N:8]1[CH2:19][CH2:18][NH:17][CH2:16][CH2:15][N:14]([CH2:20][C:21]([OH:23])=[O:22])[CH2:13][CH2:12][N:11]([CH2:24][C:25]([OH:27])=[O:26])[CH2:10][CH2:9]1)([OH:6])=[O:5].[OH-].[Na+]>[99Tc]>[C:4]([CH2:7][N:8]1[CH2:19][CH2:18][NH:17][CH2:16][CH2:15][N:14]([CH2:20][C:21]([OH:23])=[O:22])[CH2:13][CH2:12][N:11]([CH2:24][C:25]([OH:27])=[O:26])[CH2:10][CH2:9]1)([OH:6])=[O:5].[Ca+2:2] |f:0.1.2,4.5,7.8|. Reaction conditions: temperature 88 celsius. The reactants are C(CCCCCC)=C1C(OC(C1)C)=O (3-heptylidene-5-methyldihydro-2(3H)-furanone). Reagents/catalysts: [Pd] (palladium on carbon). Run in C(C)O (ethanol). Yields the product C(CCCCCC)C1C(OC(C1)C)=O (3-heptyl-5-methyldihydro-2(3H)-furanone). Yield: 98.4%. RXN SMILES: [CH:1](=[C:8]1[CH2:12][CH:11]([CH3:13])[O:10][C:9]1=[O:14])[CH2:2][CH2:3][CH2:4][CH2:5][CH2:6][CH3:7]>[Pd].C(O)C>[CH2:1]([CH:8]1[CH2:12][CH:11]([CH3:13])[O:10][C:9]1=[O:14])[CH2:2][CH2:3][CH2:4][CH2:5][CH2:6][CH3:7]. Reported procedure: Using the same general hydrogenation procedure described in Example I, 3-heptylidene-5-methyldihydro-2(3H)-furanone (10 g; 0.051 mole) was combined with 0.5 g 5% palladium on carbon catalyst and 10 ml ethanol. Hydrogen gas was bubbled into the mixture over a 12 hour period with stirring. After removal of the catalyst and evaporation of the solvent, 9.95 g (96% assay by GLC; 95% yield) 3-heptyl-5-methyldihydro-2(3H)-furanone was recovered. The proton nuclear resonance spectrum for the product was... Yield: 34.0%. The reactants are C1(=CC=CC=C1)C(N1N=C(N=C1)CCCOC1=NC=CC(=C1)CN)(C1=CC=CC=C1)C1=CC=CC=C1 (1-[2-({3-[1-(triphenylmethyl)-1H-1,2,4-triazol-3-yl]propyl}oxy)pyridin-4-yl]methaneamine), C1(=CC=CC=C1)C(N1N=C(N=C1)OCCOC=1C=C(C=CC1)CN)(C1=CC=CC=C1)C1=CC=CC=C1 (1-{3-[(2-{[1-(triphenylmethyl)-1H-1,2,4-triazol-3-yl]oxy}ethyl)oxy]phenyl}methanamine), O=C1NC(=NC2=CC=CC=C12)C(=O)OCC (ethyl 4-oxo-3,4-dihydro-2-quinazolinecarboxylate), O=C1C2=C(N=C(N1)C(=O)OCC)SC=C2C2=CSC=C2 (ethyl 4-oxo-5-(3-thienyl)-3,4-dihydrothieno[2,3-d]pyrimidine-2-carboxylate). Procedure: By a method similar to that in Example 22, and using, instead of ethyl 4-oxo-3,4-dihydro-2-quinazolinecarboxylate, ethyl 4-oxo-5-(3-thienyl)-3,4-dihydrothieno[2,3-d]pyrimidine-2-carboxylate obtained in Reference Example 65 and using, instead of 1-[2-({3-[1-(triphenylmethyl)-1H-1,2,4-triazol-3-yl]propyl}oxy)pyridin-4-yl]methaneamine, 1-{3-[(2-{[1-(triphenylmethyl)-1H-1,2,4-triazol-3-yl]oxy}ethyl)oxy]phenyl}methanamine obtained in Reference Example 32, the title compound was obtained as a white po... Reaction SMILES: O=C1C2C(=CC=CC=2)N=C(C(OCC)=O)N1.[O:17]=[C:18]1[NH:23][C:22]([C:24]([O:26]CC)=O)=[N:21][C:20]2[S:29][CH:30]=[C:31]([C:32]3[CH:36]=[CH:35][S:34][CH:33]=3)[C:19]1=2.C1(C(C2C=CC=CC=2)(C2C=CC=CC=2)N2C=NC(CCCOC3C=C(CN)C=CN=3)=N2)C=CC=CC=1.C1(C(C2C=CC=CC=2)(C2C=CC=CC=2)[N:80]2[CH:84]=[N:83][C:82]([O:85][CH2:86][CH2:87][O:88][C:89]3[CH:90]=[C:91]([CH2:95][NH2:96])[CH:92]=[CH:93][CH:94]=3)=[N:81]2)C=CC=CC=1>>[O:17]=[C:18]1[NH:23][C:22]([C:24]([NH:96][CH2:95][C:91]2[CH:92]=[CH:93][CH:94]=[C:89]([O:88][CH2:87][CH2:86][O:85][C:82]3[N:83]=[CH:84][NH:80][N:81]=3)[CH:90]=2)=[O:26])=[N:21][C:20]2[S:29][CH:30]=[C:31]([C:32]3[CH:36]=[CH:35][S:34][CH:33]=3)[C:19]1=2. The product is O=C1C2=C(N=C(N1)C(=O)NCC1=CC(=CC=C1)OCCOC1=NNC=N1)SC=C2C2=CSC=C2 (4-oxo-5-(3-thienyl)-N-{3-[2-(1H-1,2,4-triazol-3-yloxy)ethoxy]benzyl}-3,4-dihydrothieno[2,3-d]pyrimidine-2-carboxamide), powder. Starting materials: CCOc1cc(C(C)(C)C)ncc1C1=NC(C)(c2ccc(Cl)cc2)C(C)(c2ccc(Cl)cc2)N1C(=O)N1CCC(CC(=O)O)CC1, NCc1ccccn1. Yields the product CCOc1cc(C(C)(C)C)ncc1C1=NC(C)(c2ccc(Cl)cc2)C(C)(c2ccc(Cl)cc2)N1C(=O)N1CCC(CC(=O)NCc2ccccn2)CC1. As a reaction SMILES: [C:1]([CH3:2])([CH3:3])([CH3:4])[c:5]1[cH:6][c:7]([O:44][CH2:45][CH3:46])[c:8]([C:11]2=[N:15][C:14]([CH3:16])([c:17]3[cH:18][cH:19][c:20]([Cl:23])[cH:21][cH:22]3)[C:13]([CH3:24])([c:25]3[cH:26][cH:27][c:28]([Cl:31])[cH:29][cH:30]3)[N:12]2[C:32](=[O:33])[N:34]2[CH2:35][CH2:36][CH:37]([CH2:40][C:41](=[O:42])[OH:43])[CH2:38][CH2:39]2)[cH:9][n:10]1.[NH2:47][CH2:48][c:49]1[n:50][cH:51][cH:52][cH:53][cH:54]1>>[C:1]([CH3:2])([CH3:3])([CH3:4])[c:5]1[cH:6][c:7]([O:44][CH2:45][CH3:46])[c:8]([C:11]2=[N:15][C:14]([CH3:16])([c:17]3[cH:18][cH:19][c:20]([Cl:23])[cH:21][cH:22]3)[C:13]([CH3:24])([c:25]3[cH:26][cH:27][c:28]([Cl:31])[cH:29][cH:30]3)[N:12]2[C:32](=[O:33])[N:34]2[CH2:35][CH2:36][CH:37]([CH2:40][C:41](=[O:43])[NH:47][CH2:48][c:49]3[n:50][cH:51][cH:52][cH:53][cH:54]3)[CH2:38][CH2:39]2)[cH:9][n:10]1. The reactants are NC=1C=CC(=C(C(=O)CCC(=O)O)C1)OCC(CNC(C)(C)C)O (3-[5-Amino-2-(3-t-butylamino-2-hydroxypropoxy)benzoyl]propionic acid), Cl (hydrogen chloride), C([O-])([O-])=O.[Na+].[Na+] (sodium carbonate). Solvent: CO (methanol), O (water). Product: NC=1C=CC(=C(C(=O)CCC(=O)OC)C1)OCC(CNC(C)(C)C)O (methyl 3-[5-amino-2-(3-t-butylamino-2-hydroxypropoxy)benzoyl]propionate). As a reaction SMILES: [NH2:1][C:2]1[CH:3]=[CH:4][C:5]([O:15][CH2:16][CH:17]([OH:24])[CH2:18][NH:19][C:20]([CH3:23])([CH3:22])[CH3:21])=[C:6]([CH:14]=1)[C:7]([CH2:9][CH2:10][C:11]([OH:13])=[O:12])=[O:8].Cl.[C:26](=O)([O-])[O-].[Na+].[Na+]>CO.O>[NH2:1][C:2]1[CH:3]=[CH:4][C:5]([O:15][CH2:16][CH:17]([OH:24])[CH2:18][NH:19][C:20]([CH3:21])([CH3:23])[CH3:22])=[C:6]([CH:14]=1)[C:7]([CH2:9][CH2:10][C:11]([O:13][CH3:26])=[O:12])=[O:8] |f:2.3.4|. Procedure details: 3-[5-Amino-2-(3-t-butylamino-2-hydroxypropoxy)benzoyl]propionic acid was esterified with hydrogen chloride in methanol. Evaporation of the solution under reduced pressure gave a residue which was dissolved in the minimum of water and the solution was neutralised with sodium carbonate and extracted with dichloromethane. The combined extracts were washed with saturated brine, dried, and evaporated to give methyl 3-[5-amino-2-(3-t-butylamino-2-hydroxypropoxy)benzoyl]propionate. Starting materials: CCN(CC)Cc1sc(-c2nc(-c3ccc(CO)cc3)no2)cc1C, CS(=O)(=O)Cl, CCN(C(C)C)C(C)C, ClCCl. Yields the product CCN(CC)Cc1sc(-c2nc(-c3ccc(COS(C)(=O)=O)cc3)no2)cc1C. As a reaction SMILES: [CH2:1]([CH3:2])[N:3]([CH2:4][CH3:5])[CH2:6][c:7]1[c:8]([CH3:25])[cH:9][c:10](-[c:12]2[n:13][c:14](-[c:17]3[cH:18][cH:19][c:20]([CH2:23][OH:24])[cH:21][cH:22]3)[n:15][o:16]2)[s:11]1.[CH3:35][S:36]([Cl:37])(=[O:38])=[O:39].[CH:26]([N:27]([CH2:28][CH3:29])[CH:30]([CH3:31])[CH3:32])([CH3:33])[CH3:34].[Cl:40][CH2:41][Cl:42]>>[CH2:1]([CH3:2])[N:3]([CH2:4][CH3:5])[CH2:6][c:7]1[c:8]([CH3:25])[cH:9][c:10](-[c:12]2[n:13][c:14](-[c:17]3[cH:18][cH:19][c:20]([CH2:23][O:24][S:36]([CH3:35])(=[O:38])=[O:39])[cH:21][cH:22]3)[n:15][o:16]2)[s:11]1. The reactants are BrN1C(CCC1=O)=O (NBS), [OH-].[K+] (KOH), FC=1C=C(C=C(C1F)F)C1CC=CCC1[N+](=O)[O-] (3,4,5-trifluoro-1-(6-nitrocyclohex-3-en-1-yl)-benzene). Solvent: CO (methanol), CO.C(C)OC(C)=O (methanol ethylacetate). Conditions: time 20 minute. The product is FC=1C=C(C=C(C1F)F)C1CC=CCC1([N+](=O)[O-])Br (3,4,5-trifluoro-1-(6-bromo-6-nitrocyclohex-3-en-1-yl)-benzene). Reaction SMILES: [OH-].[K+].[F:3][C:4]1[CH:5]=[C:6]([CH:12]2[CH:17]([N+:18]([O-:20])=[O:19])[CH2:16][CH:15]=[CH:14][CH2:13]2)[CH:7]=[C:8]([F:11])[C:9]=1[F:10].[Br:21]N1C(=O)CCC1=O>CO.CO.C(OC(=O)C)C>[F:3][C:4]1[CH:5]=[C:6]([CH:12]2[C:17]([Br:21])([N+:18]([O-:20])=[O:19])[CH2:16][CH:15]=[CH:14][CH2:13]2)[CH:7]=[C:8]([F:11])[C:9]=1[F:10] |f:0.1,5.6|. Reported procedure: To a solution of 56 mg (1 mmol) of KOH in 6 ml of methanol was added dropwise a solution of 257 mg (1 mmol) of 3,4,5-trifluoro-1-(6-nitrocyclohex-3-en-1-yl)-benzene from example 2.3 in 4 ml of methanol/ethylacetate (3:1) and the resulting mixture was stirred for 20 min at room temperature. 178 mg (1 mmol) of NBS (N-bromosuccinimide) were added and the mixture was stirred for another 30 min. The solvents were evaporated in vacuo. Column chromatography (SiO2, cyclohexane/ethylacetate 10:1) yielded...